From a dataset of the Open Reaction Database (ORD), a public repository of structured organic reaction records. describe an organic reaction: reactants, conditions, products, and yield Reactants: CN1N=C(C(=C1C(=O)O)C(F)(F)F)C(C(F)(F)F)(F)F (1-methyl-3-(pentafluoroethyl)-4-(trifluoromethyl)-1H-pyrazole-5-carboxylic acid), CN(C=O)C (N,N-dimethylformamide), C(C(=O)Cl)(=O)Cl (oxalyl chloride). The solvent is ClCCl (dichloromethane). Run at time 30 minute. The product is CN1N=C(C(=C1C(=O)Cl)C(F)(F)F)C(C(F)(F)F)(F)F (1-methyl-3-(pentafluoroethyl)-4-(trifluoromethyl)-1H-pyrazole-5-carbonyl chloride). As a reaction SMILES: [CH3:1][N:2]1[C:6]([C:7](O)=[O:8])=[C:5]([C:10]([F:13])([F:12])[F:11])[C:4]([C:14]([F:20])([F:19])[C:15]([F:18])([F:17])[F:16])=[N:3]1.CN(C)C=O.C(Cl)(=O)C([Cl:29])=O>ClCCl>[CH3:1][N:2]1[C:6]([C:7]([Cl:29])=[O:8])=[C:5]([C:10]([F:13])([F:12])[F:11])[C:4]([C:14]([F:20])([F:19])[C:15]([F:18])([F:17])[F:16])=[N:3]1. Reported procedure: 4.0 g (12.8 mmol) of 1-methyl-3-(pentafluoroethyl)-4-(trifluoromethyl)-1H-pyrazole-5-carboxylic acid are suspended in 50 ml of dichloromethane. 0.02 ml of N,N-dimethylformamide and 3.54 ml (38.4 mmol) of oxalyl chloride are then added in succession. The reaction mixture is then stirred first at room temperature for 30 minutes and then under reflux for 30 minutes. The solvent is removed under reduced pressure on a rotary evaporator. The 1-methyl-3-(pentafluoroethyl)-4-(trifluoromethyl)-1H-pyrazol... Starting materials: Cn1c(C(F)(F)F)cc(=O)n(-c2cc(N)c(Cl)cc2F)c1=O, c1ccncc1, O=C(Cl)c1cccs1. Yields the product Cn1c(C(F)(F)F)cc(=O)n(-c2cc(NC(=O)c3cccs3)c(Cl)cc2F)c1=O. As a reaction SMILES: [NH2:1][c:2]1[c:3]([Cl:22])[cH:4][c:5]([F:21])[c:6](-[n:8]2[c:9](=[O:20])[n:10]([CH3:19])[c:11]([C:15]([F:16])([F:17])[F:18])[cH:12][c:13]2=[O:14])[cH:7]1.[cH:31]1[cH:32][cH:33][n:34][cH:35][cH:36]1.[s:23]1[c:24]([C:28](=[O:29])[Cl:30])[cH:25][cH:26][cH:27]1>>[NH:1]([c:2]1[c:3]([Cl:22])[cH:4][c:5]([F:21])[c:6](-[n:8]2[c:9](=[O:20])[n:10]([CH3:19])[c:11]([C:15]([F:16])([F:17])[F:18])[cH:12][c:13]2=[O:14])[cH:7]1)[C:28]([c:24]1[s:23][cH:27][cH:26][cH:25]1)=[O:29]. Reactants: O=C([O-])[O-], CN(C)C=O, CCOc1cc(N2CCN(C(=O)CCl)C(C)C2)ccc1Cl, Cc1[nH]nc(-c2cccc(C#N)n2)c1Cl, [K+], [K+]. The product is CCOc1cc(N2CCN(C(=O)Cn3nc(-c4cccc(C#N)n4)c(Cl)c3C)C(C)C2)ccc1Cl. As a reaction SMILES: [C:37](=[O:38])([O-:39])[O-:40].[CH3:43][N:44]([CH3:45])[CH:46]=[O:47].[Cl:16][CH2:17][C:18](=[O:19])[N:20]1[CH:21]([CH3:36])[CH2:22][N:23]([c:26]2[cH:27][c:28]([O:33][CH2:34][CH3:35])[c:29]([Cl:32])[cH:30][cH:31]2)[CH2:24][CH2:25]1.[Cl:1][c:2]1[c:3](-[c:8]2[n:9][c:10]([C:14]#[N:15])[cH:11][cH:12][cH:13]2)[n:4][nH:5][c:6]1[CH3:7].[K+:41].[K+:42]>>[Cl:1][c:2]1[c:3](-[c:8]2[n:9][c:10]([C:14]#[N:15])[cH:11][cH:12][cH:13]2)[n:4][n:5]([CH2:17][C:18](=[O:19])[N:20]2[CH:21]([CH3:36])[CH2:22][N:23]([c:26]3[cH:27][c:28]([O:33][CH2:34][CH3:35])[c:29]([Cl:32])[cH:30][cH:31]3)[CH2:24][CH2:25]2)[c:6]1[CH3:7]. Reactants: COC1=NN=C(S1)N=C=O (5-methoxy-1,3,4-thiadiazol-2-yl isocyanate), diethyl acetyl, C(CC=C)NCCC=O (3-but-3-enylaminopropionaldehyde). Solvent: C1=CC=CC=C1 (benzene), C1=CC=CC=C1 (benzene). Product: diethyl acetal, C(CC=C)N(C(=O)NC=1SC(=NN1)OC)CCC=O (3-[1-but-3-enyl-3-(5-methoxy-1,3,4-thiadiazol-2-yl)ureido]propionaldehyde). RXN SMILES: [CH3:1][O:2][C:3]1[S:7][C:6]([N:8]=[C:9]=[O:10])=[N:5][N:4]=1.[CH2:11]([NH:15][CH2:16][CH2:17][CH:18]=[O:19])[CH2:12][CH:13]=[CH2:14]>C1C=CC=CC=1>[CH2:11]([N:15]([CH2:16][CH2:17][CH:18]=[O:19])[C:9]([NH:8][C:6]1[S:7][C:3]([O:2][CH3:1])=[N:4][N:5]=1)=[O:10])[CH2:12][CH:13]=[CH2:14]. Reported procedure: A mixture of 5-methoxy-1,3,4-thiadiazol-2-yl isocyanate dimer (0.05 mole), the diethyl acetyl of 3-but-3-enylaminopropionaldehyde (0.1 mole) and benzene (60 ml) are charged into a glass reaction vessel equipped with a mechanical stirrer and reflux condenser. The reaction mixture is heated at reflux for a period of about 15 minutes. After this time the mixture is stripped of benzene under reduced pressure to yield the desired product the diethyl acetal of 3-[1-but-3-enyl-3-(5-methoxy-1,3,4-thiadi... The reactants are C(\C=C/C(=O)O)(=O)O (maleic acid), ClCCC1CNC(O1)=O (5-(2-chloroethyl)-2-oxazolidinone), ClC1=C(C=CC=C1)N1CCNCC1 (1-(2-chlorophenyl)piperazine), C([O-])([O-])=O.[K+].[K+] (potassium carbonate). Run in CO (methanol), CC(C)O (2-propanol). Yields the product C(\C=C/C(=O)O)(=O)O.ClC1=C(C=CC=C1)N1CCN(CC1)CCC1CNC(O1)=O (5-[2-[4-(2-Chlorophenyl)-1-Piperazinyl]Ethyl]-2-Oxazolidinone Maleate). Yield: 24.3%. Reaction SMILES: Cl[CH2:2][CH2:3][CH:4]1[O:8][C:7](=[O:9])[NH:6][CH2:5]1.[Cl:10][C:11]1[CH:16]=[CH:15][CH:14]=[CH:13][C:12]=1[N:17]1[CH2:22][CH2:21][NH:20][CH2:19][CH2:18]1.C(=O)([O-])[O-].[K+].[K+].[C:29]([OH:36])(=[O:35])/[CH:30]=[CH:31]\[C:32]([OH:34])=[O:33]>CC(O)C.CO>[C:29]([OH:36])(=[O:35])/[CH:30]=[CH:31]\[C:32]([OH:34])=[O:33].[Cl:10][C:11]1[CH:16]=[CH:15][CH:14]=[CH:13][C:12]=1[N:17]1[CH2:22][CH2:21][N:20]([CH2:2][CH2:3][CH:4]2[O:8][C:7](=[O:9])[NH:6][CH2:5]2)[CH2:19][CH2:18]1 |f:2.3.4,8.9|. Procedure: A stirred mixture of 8.3 g (0.056 mol) of 5-(2-chloroethyl)-2-oxazolidinone, 11 g (0.056 mol) of 1-(2-chlorophenyl)piperazine and 7.7 g (0.056 mol) of potassium carbonate in 150 ml of 2-propanol was heated at reflux temperature for 18 h. The mixture was filtered and the filtrate concentrated at reduced pressure. The residue was dissolved in 2-propanol and treated with a solution of 6.9 g (0.0595 mol) of maleic acid in warm methanol. The resulting maleic acid salt was collected and recrystallized... Reactants: BrCBr, O=C([O-])[O-], [K+], [K+], CN(C)C=O, O, N#Cc1ccc(O)c(O)c1. The product is N#Cc1ccc2c(c1)OCO2. As a reaction SMILES: [Br:11][CH2:12][Br:13].[C:14](=[O:15])([O-:16])[O-:17].[K+:18].[K+:19].[O:21]=[CH:22][N:23]([CH3:24])[CH3:25].[OH2:20].[OH:1][c:2]1[cH:3][c:4]([C:5]#[N:6])[cH:7][cH:8][c:9]1[OH:10]>>[O:1]1[c:2]2[cH:3][c:4]([C:5]#[N:6])[cH:7][cH:8][c:9]2[O:10][CH2:12]1. Solvent: C(C)(=O)OCC (Ethyl acetate). The yield is 101.4%. As a reaction SMILES: [H-].[Al+3].[Li+].[H-].[H-].[H-].O1CCCC1.[O:12]1[CH2:17][CH2:16][O:15][C:14]2[CH:18]=[C:19]([NH:22][C:23]3[N:32]=[CH:31][CH:30]=[CH:29][C:24]=3[C:25](OC)=[O:26])[CH:20]=[CH:21][C:13]1=2.[OH-].[Na+]>C(OCC)(=O)C>[O:12]1[CH2:17][CH2:16][O:15][C:14]2[CH:18]=[C:19]([NH:22][C:23]3[C:24]([CH2:25][OH:26])=[CH:29][CH:30]=[CH:31][N:32]=3)[CH:20]=[CH:21][C:13]1=2 |f:0.1.2.3.4.5,8.9|. Procedure: Under a nitrogen gas stream, 1.70 g (41 mmol) of lithium aluminum hydride was added to tetrahydrofuran (100 mL) under ice cooling, and a tetrahydrofuran (30 mL) solution of 9.86 g (34 mmol) of methyl 2-(2,3-dihydrobenzo[b][1,4]dioxin-6-yl)aminonicotinate was added dropwise to the mixture. Ethyl acetate was added to the reaction mixture, and subsequently, 17 mL of a 10% aqueous solution of sodium hydroxide was added thereto. Insoluble materials were filtered off. The filtrate was concentrated, an... The product is O1C2=C(OCC1)C=C(C=C2)NC2=NC=CC=C2CO (2-(2,3-dihydrobenzo[b][1,4]dioxin-6-yl)amino-3-pyridinylmethanol), product. Reactants: [H-].[Al+3].[Li+].[H-].[H-].[H-] (lithium aluminum hydride), O1CCCC1 (tetrahydrofuran), O1CCCC1 (tetrahydrofuran), O1C2=C(OCC1)C=C(C=C2)NC2=C(C(=O)OC)C=CC=N2 (methyl 2-(2,3-dihydrobenzo[b][1,4]dioxin-6-yl)aminonicotinate), aqueous solution, [OH-].[Na+] (sodium hydroxide). Starting materials: CC1=NC(=C(C(=N1)O)CC1(OCCO1)CC)N (2-methyl-6-amino-5-(2-ethyl-1,3-dioxolan-2-ylmethyl)-4-pyrimidinol), Cl (HCl). Run at time 18 hour. Product: CC1=NC(C2=C(N1)NC(=C2)CC)=O (1,7-dihydro-2-methyl-6-ethyl-4H-pyrrolo[2,3-d]pyrimidin-4-one). Reaction SMILES: [CH3:1][C:2]1[N:7]=[C:6]([OH:8])[C:5]([CH2:9][C:10]2([CH2:15][CH3:16])OCCO2)=[C:4]([NH2:17])[N:3]=1.Cl>>[CH3:1][C:2]1[NH:3][C:4]2[NH:17][C:10]([CH2:15][CH3:16])=[CH:9][C:5]=2[C:6](=[O:8])[N:7]=1. Procedure details: The 2-methyl-6-amino-5-(2-ethyl-1,3-dioxolan-2-ylmethyl)-4-pyrimidinol (5.50 g, 22.9 mmol) was combined with 172 mL of 0.2 M HCl and stirred at ambient temperature for 18 hours. The solids were collected by filtration, washed with 40 mL of water and dried in vacuo (40° C., 10 torr) to 3.70 g (91%) of 1,7-dihydro-2-methyl-6-ethyl-4H-pyrrolo[2,3-d]pyrimidin-4-one as a tan solid. nmr (500 MHz, dmso-d6) δ1.18 (t, J=7.5 Hz, 3H), 2.26 (s, 3H), 2.57 (q, J=7.5 Hz, 2H), 6.04 (s, 1H), 11.42 (s, 1H), 11.57... Solvent: C1CCOC1 (THF). Reported procedure: To a stirred solution of 5-bromonaphthalene-2-carboxylic acid (10.04 g, 40 mmol) in dry THF (400 mL) cooled to 0° C. was added BH3 ·THF (54 mL, 54 mmol; 1.0M solution in THF) dropwise over 45 minutes. The resulting solution was stirred overnight while warming to room temperature. The excess BH3 was quenched by the addition of H2O (200 mL) at 0° C. and the volatiles were removed in vacuo. The aqueous residue was extracted with Et2O (2×250 mL) and the combined organic layers were dried (MgSO4) and... Reaction conditions: time 8 hour. Reactants: BrC1=C2C=CC(=CC2=CC=C1)C(=O)O (5-bromonaphthalene-2-carboxylic acid), ·THF. Reaction SMILES: [Br:1][C:2]1[CH:11]=[CH:10][CH:9]=[C:8]2[C:3]=1[CH:4]=[CH:5][C:6]([C:12](O)=[O:13])=[CH:7]2>C1COCC1>[Br:1][C:2]1[CH:11]=[CH:10][CH:9]=[C:8]2[C:3]=1[CH:4]=[CH:5][C:6]([CH2:12][OH:13])=[CH:7]2. The product is BrC1=C2C=CC(=CC2=CC=C1)CO (5-Bromo-2-hydroxymethylnaphthalene). Reactants: N(CC(=O)N1[C@H](C(=O)N[C@@H](CCCC)C(=O)N)CCC1)C(=O)OC(C)(C)C (Boc-Gly-Pro-Nleu-NH2). Solvent: C(=O)(C(F)(F)F)O (TFA), C(Cl)Cl (DCM). Run at temperature 0 celsius, time 40 minute. Product: NCC(=O)N1[C@H](C(=O)N[C@@H](CCCC)C(=O)N)CCC1 (Gly-Pro-Nleu-NH2). RXN SMILES: [NH:1](C(OC(C)(C)C)=O)[CH2:2][C:3]([N:5]1[CH2:20][CH2:19][CH2:18][C@H:6]1[C:7]([NH:9][C@H:10]([C:15]([NH2:17])=[O:16])[CH2:11][CH2:12][CH2:13][CH3:14])=[O:8])=[O:4]>C(O)(C(F)(F)F)=O.C(Cl)Cl>[NH2:1][CH2:2][C:3]([N:5]1[CH2:20][CH2:19][CH2:18][C@H:6]1[C:7]([NH:9][C@H:10]([C:15]([NH2:17])=[O:16])[CH2:11][CH2:12][CH2:13][CH3:14])=[O:8])=[O:4]. Reported procedure: Boc-Gly-Pro-Nleu-NH2 (3.5 g, 0.0089 mol.) was dissolved in a solution of 30% TFA in DCM (50 ml). The solution was stirred for 40 minutes. The DCM and TFA were removed under reduced pressure, and 3×50 ml benzene were added and distilled under reduced pressure to remove trace TFA. The resulting mixture was dissolved in 30 ml methanol and the solution was chilled to 0° C. HCl/dioxane (4N, 10 ml) was added to the solution to transfer the product from TFA salt to HCl salt. Ethyl ether (200 ml) was ad...